Dataset: the Open Reaction Database (ORD), a public repository of structured organic reaction records. Task: describe an organic reaction: reactants, conditions, products, and yield Reactants: N#CCCC(=O)Cl, CC(=O)CC(=O)OC(C)(C)C, [Mg]. The product is CC(=O)CC(=O)CCC#N. Reaction SMILES: [C:13](#[N:14])[CH2:15][CH2:16][C:17](=[O:18])[Cl:19].[C:2]([CH2:3][C:4](=[O:5])[CH3:6])([O:7][C:8]([CH3:9])([CH3:10])[CH3:11])=[O:12].[Mg:1]>>[CH2:3]([C:4](=[O:5])[CH3:6])[C:17]([CH2:16][CH2:15][C:13]#[N:14])=[O:18]. The reactants are C([O-])(O)=O.[Na+] (sodium bicarbonate), BrC1=CC(=C2C=NNC2=C1)[N+](=O)[O-] (6-bromo-4-nitro-1H-indazole), O1CCCC=C1 (3,4-dihydropyran), C1(=CC=C(C=C1)S(=O)(=O)[O-])C.[NH+]1=CC=CC=C1 (pyridinium para-toluene sulfonate). Run in ClCCl (dichloromethane). Product: BrC=1C=C(C2=CN(N=C2C1)C1OCCCC1)[N+](=O)[O-] (6-Bromo-4-nitro-2-(tetrahydro-2H-pyran-2-yl)-2H-indazole). RXN SMILES: [Br:1][C:2]1[CH:10]=[C:9]2[C:5]([CH:6]=[N:7][NH:8]2)=[C:4]([N+:11]([O-:13])=[O:12])[CH:3]=1.[O:14]1[CH:19]=[CH:18][CH2:17][CH2:16][CH2:15]1.C1(C)C=CC(S([O-])(=O)=O)=CC=1.[NH+]1C=CC=CC=1.C(=O)(O)[O-].[Na+]>ClCCl>[Br:1][C:2]1[CH:3]=[C:4]([N+:11]([O-:13])=[O:12])[C:5]2[C:9]([CH:10]=1)=[N:8][N:7]([CH:15]1[CH2:16][CH2:17][CH2:18][CH2:19][O:14]1)[CH:6]=2 |f:2.3,4.5|. Procedure: A mixture of 6-bromo-4-nitro-1H-indazole (10.0 g, 0.041 mol), 3,4-dihydropyran (8.52 ml, 0.09 mol) and pyridinium para-toluene sulfonate (125 mg, 0.50 mol) in dichloromethane (150 ml) was heated at reflux for 4.5 hours. The reaction was allowed to cool to room temperature and was poured onto saturated aqueous sodium bicarbonate (200 ml). The layers were separated and the aqueous layer extracted with dichloromethane (2×100 ml). The combined organic layers were washed with 5% aqueous citric acid (...